Dataset: the Open Reaction Database (ORD), a public repository of structured organic reaction records. Task: describe an organic reaction: reactants, conditions, products, and yield Starting materials: 1g, C(C)(C)(C)O[C@H]1CC[C@H]2[C@H]3C(=CC[C@]12CC)C=1C=CC(=CC1CC3)OC ((+)-17β-tert.butoxy-13β-ethyl-3-methoxygona-1,3,5(10),9(11)-tetraene), [H][H] (hydrogen), [H][H] (hydrogen). The reagents and catalysts are [Pd] (palladium on carbon). Run in C(C)(=O)OCC (ethyl acetate). Product: C(C)(C)(C)O[C@H]1CC[C@H]2[C@H]3[C@H](CC[C@]12CC)C=1C=CC(=CC1CC3)OC ((+)-17β-tert.Butoxy-13β-ethyl-3-methoxygona-1,3,5(10)-triene). As a reaction SMILES: [C:1]([O:5][C@@H:6]1[C@:14]2([CH2:15][CH3:16])[C@H:9]([C@@H:10]3[CH2:24][CH2:23][C:22]4[CH:21]=[C:20]([O:25][CH3:26])[CH:19]=[CH:18][C:17]=4[C:11]3=[CH:12][CH2:13]2)[CH2:8][CH2:7]1)([CH3:4])([CH3:3])[CH3:2].[H][H]>[Pd].C(OCC)(=O)C>[C:1]([O:5][C@@H:6]1[C@:14]2([CH2:15][CH3:16])[C@H:9]([C@@H:10]3[CH2:24][CH2:23][C:22]4[CH:21]=[C:20]([O:25][CH3:26])[CH:19]=[CH:18][C:17]=4[C@H:11]3[CH2:12][CH2:13]2)[CH2:8][CH2:7]1)([CH3:4])([CH3:2])[CH3:3]. Reported procedure: A mixture of 1g (2.82 mmoles) of (+)-17β-tert.butoxy-13β-ethyl-3-methoxygona-1,3,5(10),9(11)-tetraene, 0.25 g of 5% palladium on carbon and 35 ml of ethyl acetate was stirred in an atmosphere of hydrogen for 1 hr during which time a total of 74 ml of hydrogen was absorbed (70.5 ml theory). The catalyst was filtered with suction on Celite and the filter cake was washed well with ethyl acetate. Concentration of the combined filtrate and washes in vacuo gave 1.23 g of colorless solid. This material... The reactants are Cn1c(-c2cccc(OC(F)(F)F)c2)nc(I)c1C(=O)N1CCC(N2CCCC2CO)CC1, OB(O)c1ccncc1. The product is Cn1c(-c2cccc(OC(F)(F)F)c2)nc(-c2ccncc2)c1C(=O)N1CCC(N2CCCC2CO)CC1. Reaction SMILES: [OH:1][CH2:2][CH:3]1[N:4]([CH:8]2[CH2:9][CH2:10][N:11]([C:14](=[O:15])[c:16]3[n:17]([CH3:33])[c:18](-[c:22]4[cH:23][c:24]([O:28][C:29]([F:30])([F:31])[F:32])[cH:25][cH:26][cH:27]4)[n:19][c:20]3[I:21])[CH2:12][CH2:13]2)[CH2:5][CH2:6][CH2:7]1.[n:34]1[cH:35][cH:36][c:37]([B:40]([OH:41])[OH:42])[cH:38][cH:39]1>>[OH:1][CH2:2][CH:3]1[N:4]([CH:8]2[CH2:9][CH2:10][N:11]([C:14](=[O:15])[c:16]3[n:17]([CH3:33])[c:18](-[c:22]4[cH:23][c:24]([O:28][C:29]([F:30])([F:31])[F:32])[cH:25][cH:26][cH:27]4)[n:19][c:20]3-[c:37]3[cH:36][cH:35][n:34][cH:39][cH:38]3)[CH2:12][CH2:13]2)[CH2:5][CH2:6][CH2:7]1. Reactants: C1(CCCCC1)C1=CC=C(C=C1)O (4-cyclohexyl-phenol), C1[C@H](O1)CCl (S-epichlorohydrin). Product: C1(CCCCC1)C1=CC=C(OC[C@@H]2OC2)C=C1 ((R)-2-(4-Cyclohexyl-phenoxymethyl)-oxirane). RXN SMILES: [CH:1]1([C:7]2[CH:12]=[CH:11][C:10]([OH:13])=[CH:9][CH:8]=2)[CH2:6][CH2:5][CH2:4][CH2:3][CH2:2]1.[CH2:14]1[O:16][C@@H:15]1[CH2:17]Cl>>[CH:1]1([C:7]2[CH:8]=[CH:9][C:10]([O:13][CH2:17][C@H:15]3[CH2:14][O:16]3)=[CH:11][CH:12]=2)[CH2:2][CH2:3][CH2:4][CH2:5][CH2:6]1. Procedure details: The title compound was prepared from 4-cyclohexyl-phenol and S-epichlorohydrin employing the procedures as set forth in Step 1 of Example 1.